This data is from the Open Reaction Database (ORD), a public repository of structured organic reaction records. The task is: describe an organic reaction: reactants, conditions, products, and yield The reactants are C1(=CC=CC=C1)C (toluene), N1CCCCC1 (piperidine), C12(CC3CC(CC(C1)C3)C2)C=2C=C(C=C3C2OCO3)C3=CC=C(C=O)C=C3 (4-[3-(1-adamantyl)-4,5-methylenedioxyphenyl]-benzaldehyde), S=C1SCC(N1)=O (2-thioxo-4-thiazolidinone), C(C)(=O)O (acetic acid). Reaction conditions: time 48 hour. The product is C12(CC3CC(CC(C1)C3)C2)C=2C=C(C=C3C2OCO3)C3=CC=C(C=C2C(NC(S2)=O)=O)C=C3 (4-[3-(1-adamantyl)-4,5-methylenedioxyphenyl]-benzylidene-2,4-thiazolidinedione). The yield is 76.0%. As a reaction SMILES: C1(C)C=CC=CC=1.N1CCCCC1.[C:14]12([C:24]3[CH:25]=[C:26]([C:33]4[CH:40]=[CH:39][C:36]([CH:37]=O)=[CH:35][CH:34]=4)[CH:27]=[C:28]4[O:32][CH2:31][O:30][C:29]=34)[CH2:23][CH:18]3[CH2:19][CH:20]([CH2:22][CH:16]([CH2:17]3)[CH2:15]1)[CH2:21]2.S=[C:42]1[NH:46][C:45](=[O:47])[CH2:44][S:43]1.C(O)(=[O:50])C>>[C:14]12([C:24]3[CH:25]=[C:26]([C:33]4[CH:34]=[CH:35][C:36]([CH:37]=[C:44]5[S:43][C:42](=[O:50])[NH:46][C:45]5=[O:47])=[CH:39][CH:40]=4)[CH:27]=[C:28]4[O:32][CH2:31][O:30][C:29]=34)[CH2:23][CH:18]3[CH2:17][CH:16]([CH2:22][CH:20]([CH2:19]3)[CH2:21]1)[CH2:15]2. Procedure details: A solution of toluene (100 mL), piperidine (100 μL), acetic acid (100 μL), 4-[3-(1-adamantyl)-4,5-methylenedioxyphenyl]-benzaldehyde (1.50 g, 4.16 mmol, see Example 1a) and 2-thioxo-4-thiazolidinone (0.554 g, 4.16 mmol) was heated at reflux overnight under an argon atmosphere. Within 20 minutes an orange-yellow solid formed. A Dean-Stark trap was attached and after 48 hours the reaction mixture was cooled to room temperature, and the resulting crystalline compound was filtered and washed with et...